Task: describe an organic reaction: reactants, conditions, products, and yield. Dataset: the Open Reaction Database (ORD), a public repository of structured organic reaction records Reaction SMILES: [CH3:1][S:2](=[O:3])(=[O:4])[c:5]1[cH:6][cH:7][c:8]([O:14][CH:15]([C:16]([F:17])([F:18])[F:19])[CH3:20])[c:9]([C:10](=[O:11])[OH:12])[cH:13]1.[ClH:21].[F:22][C:23]([c:24]1[cH:25][n:26][c:27]([N:29]2[CH2:30][CH2:31][NH:32][CH2:33][CH2:34]2)[s:28]1)([F:35])[F:36]>>[CH3:1][S:2](=[O:3])(=[O:4])[c:5]1[cH:6][cH:7][c:8]([O:14][CH:15]([C:16]([F:17])([F:18])[F:19])[CH3:20])[c:9]([C:10](=[O:12])[N:32]2[CH2:31][CH2:30][N:29]([c:27]3[n:26][cH:25][c:24]([C:23]([F:22])([F:35])[F:36])[s:28]3)[CH2:34][CH2:33]2)[cH:13]1. Yields the product CC(Oc1ccc(S(C)(=O)=O)cc1C(=O)N1CCN(c2ncc(C(F)(F)F)s2)CC1)C(F)(F)F. The reactants are CC(Oc1ccc(S(C)(=O)=O)cc1C(=O)O)C(F)(F)F, Cl, FC(F)(F)c1cnc(N2CCNCC2)s1. Starting materials: ClC=1OC(=C(N1)C1=CC=C(C=C1)Cl)CCC(=O)OC (methyl 2-chloro-4-(4-chlorophenyl)-5-oxazolepropionate), CC1=NNC(=C1)C (3,5-dimethylpyrazole). Yields the product ClC1=CC=C(C=C1)C=1N=C(OC1CCC(=O)O)N1N=C(C=C1C)C (4-(4-chlorophenyl)-2-(3,5-dimethyl-1-pyrazolyl)-5-oxazolepropionic acid). Isolated yield 90.0%. Reaction SMILES: Cl[C:2]1[O:3][C:4]([CH2:14][CH2:15][C:16]([O:18]C)=[O:17])=[C:5]([C:7]2[CH:12]=[CH:11][C:10]([Cl:13])=[CH:9][CH:8]=2)[N:6]=1.[CH3:20][C:21]1[CH:25]=[C:24]([CH3:26])[NH:23][N:22]=1>>[Cl:13][C:10]1[CH:9]=[CH:8][C:7]([C:5]2[N:6]=[C:2]([N:22]3[C:21]([CH3:20])=[CH:25][C:24]([CH3:26])=[N:23]3)[O:3][C:4]=2[CH2:14][CH2:15][C:16]([OH:18])=[O:17])=[CH:12][CH:11]=1. Reported procedure: In the same manner as in Example 30, obtained was: 4-(4-chlorophenyl)-2-(3,5-dimethyl-1-pyrazolyl)-5-oxazolepropionic acid (yield: 90%) by reaction of methyl 2-chloro-4-(4-chlorophenyl)-5-oxazolepropionate with 3,5-dimethylpyrazole followed by hydrolysis of the resulting product. This was recrystallized from ethanol to give colorless needles. mp 201-202° C. The reactants are [BH4-], COc1ccc(C(C)C)cc1-c1ccc(OCc2ccccc2)cc1C=O, CCOC(C)=O, CCO, [Cl-], [NH4+], [Na+]. The product is COc1ccc(C(C)C)cc1-c1ccc(OCc2ccccc2)cc1CO. As a reaction SMILES: [BH4-:28].[CH2:1]([c:2]1[cH:3][cH:4][cH:5][cH:6][cH:7]1)[O:8][c:9]1[cH:10][c:11]([CH:26]=[O:27])[c:12](-[c:15]2[c:16]([O:24][CH3:25])[cH:17][cH:18][c:19]([CH:21]([CH3:22])[CH3:23])[cH:20]2)[cH:13][cH:14]1.[CH3:32][CH2:33][O:34][C:35](=[O:36])[CH3:37].[CH3:38][CH2:39][OH:40].[Cl-:30].[NH4+:31].[Na+:29]>>[CH2:1]([c:2]1[cH:3][cH:4][cH:5][cH:6][cH:7]1)[O:8][c:9]1[cH:10][c:11]([CH2:26][OH:27])[c:12](-[c:15]2[c:16]([O:24][CH3:25])[cH:17][cH:18][c:19]([CH:21]([CH3:22])[CH3:23])[cH:20]2)[cH:13][cH:14]1. Reactants: Nc1cccc(-c2nc(N3CCOCC3)sc2-c2ccnc(Cl)n2)c1F, c1ccncc1, O=S(=O)(Cl)c1cccnc1. The product is O=S(=O)(Nc1cccc(-c2nc(N3CCOCC3)sc2-c2ccnc(Cl)n2)c1F)c1cccnc1. Reaction SMILES: [Cl:1][c:2]1[n:3][cH:4][cH:5][c:6](-[c:8]2[c:9](-[c:19]3[c:20]([F:26])[c:21]([NH2:22])[cH:23][cH:24][cH:25]3)[n:10][c:11]([N:13]3[CH2:14][CH2:15][O:16][CH2:17][CH2:18]3)[s:12]2)[n:7]1.[cH:37]1[cH:38][cH:39][n:40][cH:41][cH:42]1.[n:27]1[cH:28][c:29]([S:33](=[O:34])(=[O:35])[Cl:36])[cH:30][cH:31][cH:32]1>>[Cl:1][c:2]1[n:3][cH:4][cH:5][c:6](-[c:8]2[c:9](-[c:19]3[c:20]([F:26])[c:21]([NH:22][S:33]([c:29]4[cH:28][n:27][cH:32][cH:31][cH:30]4)(=[O:34])=[O:35])[cH:23][cH:24][cH:25]3)[n:10][c:11]([N:13]3[CH2:14][CH2:15][O:16][CH2:17][CH2:18]3)[s:12]2)[n:7]1. Reactants: N (ammonia), [Na][Na] (disodium), [N+](=O)([O-])C=1C=C(C(=CC1)C=CC=1C(=CC(=CC1)[N+](=O)[O-])S(=O)(=O)O)S(=O)(=O)O (4,4'-dinitro-stilbene-2,2'-disulphonic acid), [Na] (sodium). Product: [N+](=O)([O-])C=1C=C(C(=CC1)C=CC=1C(=CC(=CC1)N)S(=O)(=O)O)S(=O)(=O)O (4-nitro-4'-amino-stilbene-2,2'-disulphonic acid). Reaction SMILES: [Na][Na].[N+:3]([C:6]1[CH:7]=[C:8]([S:27]([OH:30])(=[O:29])=[O:28])[C:9]([CH:12]=[CH:13][C:14]2[C:15]([S:23]([OH:26])(=[O:25])=[O:24])=[CH:16][C:17]([N+:20]([O-:22])=[O:21])=[CH:18][CH:19]=2)=[CH:10][CH:11]=1)([O-])=O.[Na].N>>[N+:20]([C:17]1[CH:16]=[C:15]([S:23]([OH:26])(=[O:24])=[O:25])[C:14]([CH:13]=[CH:12][C:9]2[C:8]([S:27]([OH:30])(=[O:29])=[O:28])=[CH:7][C:6]([NH2:3])=[CH:11][CH:10]=2)=[CH:19][CH:18]=1)([O-:22])=[O:21] |^1:30|. Procedure details: An aqueous solution of the disodium salt of 4,4'-dinitro-stilbene-2,2'-disulphonic acid is treated with an equivalent amount, relative to the nitro group to be reduced, of sodium bisulphide solution at 75°-85° C., ammonia being added. The course of the reaction can be followed by known analytical methods. When the partial reduction has ended, the 4-nitro-4'-amino-stilbene-2,2'-disulphonic acid formed is isolated as the disodium salt or as an inner salt. The amount of 4,4'-diamino-stilbene-2,2'-d... Product: CNC1=C(C=NC2=CC=CC=C12)[N+](=O)[O-] (4-methylamino-3-nitroquinoline). Reaction SMILES: O[C:2]1[C:11]2[C:6](=[CH:7][CH:8]=[CH:9][CH:10]=2)[N:5]=[CH:4][C:3]=1[N+:12]([O-:14])=[O:13].P(Cl)(Cl)(Cl)=O.[CH3:20][NH2:21]>CN(C)C=O.O>[CH3:20][NH:21][C:2]1[C:11]2[C:6](=[CH:7][CH:8]=[CH:9][CH:10]=2)[N:5]=[CH:4][C:3]=1[N+:12]([O-:14])=[O:13]. Starting materials: OC1=C(C=NC2=CC=CC=C12)[N+](=O)[O-] (4-hydroxy-3-nitroquinoline), P(=O)(Cl)(Cl)Cl (phosphorus oxychloride), CN (methylamine). Procedure details: To a solution of 5.7 g (0.30 mole) of 4-hydroxy-3-nitroquinoline in 50 ml of N,N-dimethylformamide was added 9.3 g (0.60 mole) of phosphorus oxychloride. The solution was heated on a steam bath for 5 minutes, then poured with stirring into 200 ml of 40% aqueous methylamine. The mixture was heated on a steam bath for fifteen minutes, then diluted with 200 ml of water. The solid was separated by filtration, then dissolved in dilute hydrochloric acid. The solution was filtered and the filtrate was ... Solvent: O (water), CN(C=O)C (N,N-dimethylformamide).